This data is from the Open Reaction Database (ORD), a public repository of structured organic reaction records. The task is: describe an organic reaction: reactants, conditions, products, and yield Reactants: C1(=CC=CC=C1)C1=CC=C(C(=S)C=CC(=O)O)C=C1 (3-(4-phenylthiobenzoyl)acrylic acid), C(C)(=S)O (thioacetic acid). Solvent: C(Cl)(Cl)Cl (chloroform). Run at time 5 hour. The product is C(C)(=O)SC(C(=O)O)CC(C1=CC=C(C=C1)C1=CC=CC=C1)=S (2-acetylthio-3-(4-phenylthiobenzoyl)propionic acid). Reaction SMILES: [C:1]1([C:7]2[CH:19]=[CH:18][C:10]([C:11]([CH:13]=[CH:14][C:15]([OH:17])=[O:16])=[S:12])=[CH:9][CH:8]=2)[CH:6]=[CH:5][CH:4]=[CH:3][CH:2]=1.[C:20]([OH:23])(=[S:22])[CH3:21]>C(Cl)(Cl)Cl>[C:20]([S:22][CH:14]([CH2:13][C:11](=[S:12])[C:10]1[CH:18]=[CH:19][C:7]([C:1]2[CH:2]=[CH:3][CH:4]=[CH:5][CH:6]=2)=[CH:8][CH:9]=1)[C:15]([OH:17])=[O:16])(=[O:23])[CH3:21]. Reported procedure: To a solution of 2.84 g of 3-(4-phenylthiobenzoyl)acrylic acid in 30 ml of chloroform was added 0.8 ml of thioacetic acid, and the resulting mixture was stirred for 5 hours at room temperature. The chloroform was removed from the mixture by evaporation under reduced pressure, and the residue was purified by silica gel column chromatography (eluent: hexane-ethyl acetate) and then recrystallized from a mixture of hexane and ethyl acetate to give 3.24 g of 2-acetylthio-3-(4-phenylthiobenzoyl)propio... Reactants: CC1(CS(C1)(=O)=O)C1=CC=C(C=C1)B1OC(C(O1)(C)C)(C)C (3-methyl-3-(4-(4,4,5,5-tetramethyl-1,3,2-dioxaborolan-2-yl)phenyl)thietane 1,1-dioxide), ClC=1C=C2C(=NC1I)N=C(N2)O[C@@H]2CO[C@H]1[C@@H]2OC[C@H]1O ((3R,3aR,6R,6aR)-6-((6-chloro-5-iodo-1H-imidazo[4,5-b]pyridin-2-yl)oxy)hexahydrofuro[3,2-b]furan-3-ol), [Li+].[OH-] (LiOH), N#N (N2). The reagents and catalysts are C1=CC=C(C=C1)P([C-]2C=CC=C2)C3=CC=CC=C3.C1=CC=C(C=C1)P([C-]2C=CC=C2)C3=CC=CC=C3.Cl[Pd]Cl.[Fe+2].C(Cl)Cl (PdCl2(dppf) CH2Cl2). Solvent: O (water), O1CCOCC1 (dioxane). Run at temperature 80 celsius. The product is ClC=1C=C2C(=NC1C1=CC=C(C=C1)C1(CS(C1)(=O)=O)C)N=C(N2)O[C@H]2[C@@H]1[C@H](OC2)[C@@H](CO1)O (3-(4-(6-chloro-2-(((3R,3aR,6R,6aR)-6-hydroxyhexahydrofuro[3,2-b]furan-3-yl)oxy)-1H-imidazo[4,5-b]pyridin-5-yl)phenyl)-3-methylthietane 1,1-dioxide). Reaction SMILES: [Cl:1][C:2]1[CH:3]=[C:4]2[NH:11][C:10]([O:12][C@H:13]3[C@H:17]4[O:18][CH2:19][C@@H:20]([OH:21])[C@H:16]4[O:15][CH2:14]3)=[N:9][C:5]2=[N:6][C:7]=1I.[Li+].[OH-].N#N.[CH3:26][C:27]1([C:33]2[CH:38]=[CH:37][C:36](B3OC(C)(C)C(C)(C)O3)=[CH:35][CH:34]=2)[CH2:30][S:29](=[O:32])(=[O:31])[CH2:28]1>O1CCOCC1.C1C=CC(P(C2C=CC=CC=2)[C-]2C=CC=C2)=CC=1.C1C=CC(P(C2C=CC=CC=2)[C-]2C=CC=C2)=CC=1.Cl[Pd]Cl.[Fe+2].C(Cl)Cl.O>[Cl:1][C:2]1[CH:3]=[C:4]2[NH:11][C:10]([O:12][C@@H:13]3[CH2:14][O:15][C@@H:16]4[C@H:20]([OH:21])[CH2:19][O:18][C@H:17]34)=[N:9][C:5]2=[N:6][C:7]=1[C:36]1[CH:35]=[CH:34][C:33]([C:27]2([CH3:26])[CH2:28][S:29](=[O:32])(=[O:31])[CH2:30]2)=[CH:38][CH:37]=1 |f:1.2,6.7.8.9.10|. Reported procedure: Step E A solution of (3R,3aR,6R,6aR)-6-((6-chloro-5-iodo-1H-imidazo[4,5-b]pyridin-2-yl)oxy)hexahydrofuro[3,2-b]furan-3-ol (100 mg, 0.236 mmol), LiOH (29.7 mg, 0.708 mmol), and PdCl2(dppf)-CH2Cl2 adduct (38.6 mg, 0.047 mmol), in a thick-walled tube, was flushed with N2. Then water (0.5 ml) was added, followed by a solution of 3-methyl-3-(4-(4,4,5,5-tetramethyl-1,3,2-dioxaborolan-2-yl)phenyl)thietane 1,1-dioxide (114 mg, from Step D) in dioxane (3.5 ml). The tube was flushed with N2, and placed in... Starting materials: [Al+3], COC(=O)c1ccc2c(c1)NC(=O)CS2, CCOCC, [H-], [H-], [H-], [H-], [Li+], [Na+], [OH-], O, OCc1ccc2c(c1)NCCS2. Yields the product O=Cc1ccc2c(c1)NCCS2. As a reaction SMILES: [Al+3:29].[CH3:13][O:14][C:15]([c:16]1[cH:17][cH:18][c:19]2[c:25]([cH:26]1)[NH:24][C:22](=[O:23])[CH2:21][S:20]2)=[O:27].[CH3:36][CH2:37][O:38][CH2:39][CH3:40].[H-:28].[H-:31].[H-:32].[H-:33].[Li+:30].[Na+:35].[OH-:34].[OH2:41].[S:1]1[CH2:2][CH2:3][NH:4][c:5]2[c:6]1[cH:7][cH:8][c:9]([CH2:11][OH:12])[cH:10]2>>[S:1]1[CH2:2][CH2:3][NH:4][c:5]2[c:6]1[cH:7][cH:8][c:9]([CH:11]=[O:12])[cH:10]2. The reactants are C(#N)C1=CC(=C(C=C1)C1=NOC(=C1)C(=O)O)F (3-(4-cyano-2-fluoro-phenyl)-isoxazole-5-carboxylic acid), C(C)(C)(C)OC(=O)N1CCC(CC1)NC1CC1 (4-cyclopropylamino-piperidine-1-carboxylic acid tert-butyl ester), Intermediate 6. Product: C(C)(C)(C)OC(=O)N1CCC(CC1)N(C1CC1)C(=O)C1=CC(=NO1)C1=C(C=C(C=C1)C#N)F (4-{[3-(4-Cyano-2-fluoro-phenyl)-isoxazole-5-carbonyl]-cyclopropyl-amino}-piperidine-1-carboxylic acid tert-butyl ester). As a reaction SMILES: [C:1]([C:3]1[CH:8]=[CH:7][C:6]([C:9]2[CH:13]=[C:12]([C:14]([OH:16])=O)[O:11][N:10]=2)=[C:5]([F:17])[CH:4]=1)#[N:2].[C:18]([O:22][C:23]([N:25]1[CH2:30][CH2:29][CH:28]([NH:31][CH:32]2[CH2:34][CH2:33]2)[CH2:27][CH2:26]1)=[O:24])([CH3:21])([CH3:20])[CH3:19]>>[C:18]([O:22][C:23]([N:25]1[CH2:30][CH2:29][CH:28]([N:31]([C:14]([C:12]2[O:11][N:10]=[C:9]([C:6]3[CH:7]=[CH:8][C:3]([C:1]#[N:2])=[CH:4][C:5]=3[F:17])[CH:13]=2)=[O:16])[CH:32]2[CH2:33][CH2:34]2)[CH2:27][CH2:26]1)=[O:24])([CH3:21])([CH3:19])[CH3:20]. Reported procedure: The title compound is prepared from 3-(4-cyano-2-fluoro-phenyl)-isoxazole-5-carboxylic acid and 4-cyclopropylamino-piperidine-1-carboxylic acid tert-butyl ester following a procedure analogous to that described for Intermediate 6. LC (method 4): tR=1.27 min; Mass spectrum (ESI+): m/z=455 [M+H]+. Reactants: CO, CC(C)C(c1ccc([N+](=O)[O-])cc1)n1ccnc1. Product: CC(C)C(c1ccc(N)cc1)n1ccnc1. Reaction SMILES: [CH3:19][OH:20].[CH3:1][CH:2]([CH:3]([c:4]1[cH:5][cH:6][c:7]([N+:10]([O-:11])=[O:12])[cH:8][cH:9]1)[n:13]1[cH:14][n:15][cH:16][cH:17]1)[CH3:18]>>[CH3:1][CH:2]([CH:3]([c:4]1[cH:5][cH:6][c:7]([NH2:10])[cH:8][cH:9]1)[n:13]1[cH:14][n:15][cH:16][cH:17]1)[CH3:18]. Starting materials: COC(=O)C(N)Cc1ccc(NC(=O)c2c(Cl)cccc2Cl)cc1, O=C(O)C1(CCC2CNCCO2)CCCC1. Yields the product COC(=O)C(Cc1ccc(NC(=O)c2c(Cl)cccc2Cl)cc1)NC(=O)C1(CCC2CNCCO2)CCCC1. Reaction SMILES: [CH3:1][O:2][C:3]([CH:4]([NH2:5])[CH2:6][c:7]1[cH:8][cH:9][c:10]([NH:13][C:14](=[O:15])[c:16]2[c:17]([Cl:23])[cH:18][cH:19][cH:20][c:21]2[Cl:22])[cH:11][cH:12]1)=[O:24].[O:25]1[CH:26]([CH2:31][CH2:32][C:33]2([C:38](=[O:39])[OH:40])[CH2:34][CH2:35][CH2:36][CH2:37]2)[CH2:27][NH:28][CH2:29][CH2:30]1>>[CH3:1][O:2][C:3]([CH:4]([NH:5][C:38]([C:33]1([CH2:32][CH2:31][CH:26]2[O:25][CH2:30][CH2:29][NH:28][CH2:27]2)[CH2:34][CH2:35][CH2:36][CH2:37]1)=[O:39])[CH2:6][c:7]1[cH:8][cH:9][c:10]([NH:13][C:14](=[O:15])[c:16]2[c:17]([Cl:23])[cH:18][cH:19][cH:20][c:21]2[Cl:22])[cH:11][cH:12]1)=[O:24]. Starting materials: CC(C)(C)[Si](Cl)(c1ccccc1)c1ccccc1, C=C(C)CO, CN(C)C=O, c1c[nH]cn1. Yields the product C=C(C)CO[Si](c1ccccc1)(c1ccccc1)C(C)(C)C. As a reaction SMILES: [C:11]([CH3:12])([CH3:13])([CH3:14])[Si:15]([c:16]1[cH:17][cH:18][cH:19][cH:20][cH:21]1)([c:22]1[cH:23][cH:24][cH:25][cH:26][cH:27]1)[Cl:28].[CH2:1]([C:2]([CH3:3])=[CH2:4])[OH:5].[O:29]=[CH:30][N:31]([CH3:32])[CH3:33].[nH:6]1[cH:7][cH:8][n:9][cH:10]1>>[CH2:1]([C:2]([CH3:3])=[CH2:4])[O:5][Si:15]([C:11]([CH3:12])([CH3:13])[CH3:14])([c:16]1[cH:17][cH:18][cH:19][cH:20][cH:21]1)[c:22]1[cH:23][cH:24][cH:25][cH:26][cH:27]1. Reactants: C(C)(C)(C)OC(COC1=C(C=C(C=C1)Cl)Br)=O (tert-butyl(2-bromo-4-chlorophenoxy)acetate), IC1=C(C=CC=C1)O (2-iodophenol), BrCC(=O)OC(C)(C)C (tert-butyl bromoacetate). Product: C(C)(C)(C)OC(COC1=C(C=CC=C1)I)=O (tert-butyl(2-iodophenoxy)acetate). Reaction SMILES: [C:1]([O:5][C:6](=[O:17])[CH2:7][O:8][C:9]1[CH:14]=[CH:13][C:12](Cl)=[CH:11][C:10]=1Br)([CH3:4])([CH3:3])[CH3:2].[I:18]C1C=CC=CC=1O.BrCC(OC(C)(C)C)=O>>[C:1]([O:5][C:6](=[O:17])[CH2:7][O:8][C:9]1[CH:14]=[CH:13][CH:12]=[CH:11][C:10]=1[I:18])([CH3:4])([CH3:3])[CH3:2]. Procedure: Following the general method as outlined in Intermediate 1, starting from 2-iodophenol and tert-butyl bromoacetate (Aldrich), the title compound was obtained as a yellow liquid in quantitative yield. The reactants are C(C)(C)(C)OC(=O)C1NC(C(C1C1=C(C(=CC=C1)Cl)F)(C#N)C1=C(C=C(C=C1)Cl)F)CC(CCOCCO[Si](C)(C)C(C)(C)C)(C)C (rac-(2R,3S,4R,5S)-5-{4-[2-(tert-butyl-dimethyl-silanyloxy)-ethoxy]-2,2-dimethyl-butyl}-3-(3-chloro-2-fluoro-phenyl)-4-(4-chloro-2-fluoro-phenyl)-4-cyano-pyrrolidine-2-carboxylic acid tert-butyl ester), FC(C(=O)O)(F)F (trifluoroacetic acid). Solvent: ClCCl (dichloromethane). Run at time 18 hour. Yields the product FC(C(=O)O)(F)F.ClC=1C(=C(C=CC1)C1C(NC(C1(C#N)C1=C(C=C(C=C1)Cl)F)CC(CCOCCOC(C(F)(F)F)=O)(C)C)C(=O)O)F (rac-(2R,3S,4R,5S)-3-(3-chloro-2-fluoro-phenyl)-4-(4-chloro-2-fluoro-phenyl)-4-cyano-5-{2,2-dimethyl-4-[2-(2,2,2-trifluoro-acetoxy)-ethoxy]-butyl}-pyrrolidine-2-carboxylic acid trifluoroacetic acid). The yield is 97.0%. RXN SMILES: C([O:5][C:6]([CH:8]1[CH:12]([C:13]2[CH:18]=[CH:17][CH:16]=[C:15]([Cl:19])[C:14]=2[F:20])[C:11]([C:23]2[CH:28]=[CH:27][C:26]([Cl:29])=[CH:25][C:24]=2[F:30])([C:21]#[N:22])[CH:10]([CH2:31][C:32]([CH3:47])([CH3:46])[CH2:33][CH2:34][O:35][CH2:36][CH2:37][O:38][Si](C(C)(C)C)(C)C)[NH:9]1)=[O:7])(C)(C)C.[F:48][C:49]([F:54])([F:53])[C:50]([OH:52])=[O:51]>ClCCl>[F:48][C:49]([F:54])([F:53])[C:50]([OH:52])=[O:51].[Cl:19][C:15]1[C:14]([F:20])=[C:13]([CH:12]2[C:11]([C:23]3[CH:28]=[CH:27][C:26]([Cl:29])=[CH:25][C:24]=3[F:30])([C:21]#[N:22])[CH:10]([CH2:31][C:32]([CH3:47])([CH3:46])[CH2:33][CH2:34][O:35][CH2:36][CH2:37][O:38][C:50](=[O:51])[C:49]([F:54])([F:53])[F:48])[NH:9][CH:8]2[C:6]([OH:5])=[O:7])[CH:18]=[CH:17][CH:16]=1 |f:3.4|. Procedure: To a solution of rac-(2R,3S,4R,5S)-5-{4-[2-(tert-butyl-dimethyl-silanyloxy)-ethoxy]-2,2-dimethyl-butyl}-3-(3-chloro-2-fluoro-phenyl)-4-(4-chloro-2-fluoro-phenyl)-4-cyano-pyrrolidine-2-carboxylic acid tert-butyl ester prepared in Example 119b (0.49 g, 0.55 mmol) in dichloromethane (3 mL) at room temperature was added trifluoroacetic acid (3 mL). The reaction mixture was stirred at room temperature for 18 h. The mixture was concentrated under reduced pressure to give rac-(2R,3S,4R,5S)-3-(3-chloro-...